This data is from the Open Reaction Database (ORD), a public repository of structured organic reaction records. The task is: describe an organic reaction: reactants, conditions, products, and yield Starting materials: NC=1C=C(C=C(C1)C)O (3-amino-5-methylphenol), C1(C=2C(C(=O)O1)=CC=CC2)=O (phthalic acid anhydride), O (Water). Run in C(C)(=O)O (acetic acid). Yields the product OC=1C=C(C=C(C1)C)N1C(C2=CC=CC=C2C1=O)=O (2-(3-hydroxy-5-methyl-phenyl)-isoindole-1,3-dione). The yield is 80.6%. RXN SMILES: [NH2:1][C:2]1[CH:3]=[C:4]([OH:9])[CH:5]=[C:6]([CH3:8])[CH:7]=1.[C:10]1(=O)[O:15][C:13](=[O:14])[C:12]2=[CH:16][CH:17]=[CH:18][CH:19]=[C:11]12.O>C(O)(=O)C>[OH:9][C:4]1[CH:3]=[C:2]([N:1]2[C:13](=[O:14])[C:12]3[C:11](=[CH:19][CH:18]=[CH:17][CH:16]=3)[C:10]2=[O:15])[CH:7]=[C:6]([CH3:8])[CH:5]=1. Procedure details: 36.0 g (292 mmol) 3-amino-5-methylphenol and 73.5 g (496 mmol) phthalic acid anhydride were heated for 2 h to boiling under reflux in 280 ml glacial acetic acid. Water was added, it was heated for a short time, allowed to cool and filtered. 59.6 g (80%) 2-(3-hydroxy-5-methyl-phenyl)-isoindole-1,3-dione of Fp 174°-175° C. was obtained. Starting materials: CN1C=NC=C1 (N-methylimidazole), COC1=CC=C(CBr)C=C1 (4-methoxybenzyl bromide). Solvent: C1(=CC=CC=C1)C (toluene). Reaction conditions: time 30 minute. Product: [Br-].COC1=CC=C(CN2C=[N+](C=C2)C)C=C1 (3-(4-methoxybenzyl)-1-methylimidazolium bromide). Isolated yield 131.4%. As a reaction SMILES: [CH3:1][N:2]1[CH:6]=[CH:5][N:4]=[CH:3]1.[CH3:7][O:8][C:9]1[CH:16]=[CH:15][C:12]([CH2:13][Br:14])=[CH:11][CH:10]=1>C1(C)C=CC=CC=1>[Br-:14].[CH3:7][O:8][C:9]1[CH:16]=[CH:15][C:12]([CH2:13][N:4]2[CH:5]=[CH:6][N+:2]([CH3:1])=[CH:3]2)=[CH:11][CH:10]=1 |f:3.4|. Procedure details: Into a 50 ml one-necked flask surmounted by a condenser, there are successively introduced 1 ml (12.5 mmol) of N-methylimidazole, and then 5 g (18.8 mmol) of 4-methoxybenzyl bromide in solution in 25 ml of toluene. The reaction medium is heated under reflux, with stirring, for 2 h 30 min. After cooling to room temperature, the viscous oil formed is separated by decantation and then dried under vacuum at room temperature, 4.65 g of a pale yellow solid are thus obtained whose characteristics are t...